Dataset: the Open Reaction Database (ORD), a public repository of structured organic reaction records. Task: describe an organic reaction: reactants, conditions, products, and yield The reactants are CNC (dimethylamine), CC1C(=C(C(=C1[Si](C)(C)Cl)C)C)C (tetramethylcyclopenta-dienyldimethylsilylchloride), C1CCOC1 (THF). Conditions: temperature 15 celsius, time 16 hour. Yields the product CN(C)[Si](C)(C)C1C(=C(C(=C1C)C)C)C ([(N,N-dimethylamino)dimethylsilyl]tetramethyl-cyclopentadiene). Reaction SMILES: [CH3:1][NH:2][CH3:3].[CH3:4][CH:5]1[C:9]([Si:10](Cl)([CH3:12])[CH3:11])=[C:8]([CH3:14])[C:7]([CH3:15])=[C:6]1[CH3:16].C1COCC1>>[CH3:1][N:2]([Si:10]([CH:9]1[C:5]([CH3:4])=[C:6]([CH3:16])[C:7]([CH3:15])=[C:8]1[CH3:14])([CH3:11])[CH3:12])[CH3:3]. Reported procedure: A 250 mL roundbottom flask equipped with a condenser, stirrer, thermometer and dropping funnel with nitrogen inlet was charged with 100 mL of dimethylamine solution (2.0 M in THF, 0.20 mol) and cooled to 15° C. A solution of tetramethylcyclopenta-dienyldimethylsilylchloride in THF (10.1 g in 30 mL THF, 47 mmol) was added and the solution stirred for 16 hours allowing the temperature of the reaction mixture to rise to room temperature. A precipitate was filtered off and the solvent evaporated. Th... Reactants: [H-].[Al+3].[Li+].[H-].[H-].[H-] (lithium aluminum hydride), [F-].[Na+] (sodium fluoride), O (water), NC1=C(C=NN1CCOC(C1=CC=CC=C1)(C1=CC=CC=C1)C1=CC=CC=C1)\C=C\[N+](=O)[O-] (5-amino-4-[(E)-2-nitroethenyl]-1-(2-triphenylmethyloxyethyl)-1H-pyrazole). The solvent is O1CCCC1 (tetrahydrofuran). Product: NC1=C(C=NN1CCOC(C1=CC=CC=C1)(C1=CC=CC=C1)C1=CC=CC=C1)CCN (5-amino-4-(2-aminoethyl)-1-(2-triphenylmethyloxyethyl)-1H-pyrazole). Yield: 88.1%. RXN SMILES: [H-].[Al+3].[Li+].[H-].[H-].[H-].[NH2:7][C:8]1[N:12]([CH2:13][CH2:14][O:15][C:16]([C:29]2[CH:34]=[CH:33][CH:32]=[CH:31][CH:30]=2)([C:23]2[CH:28]=[CH:27][CH:26]=[CH:25][CH:24]=2)[C:17]2[CH:22]=[CH:21][CH:20]=[CH:19][CH:18]=2)[N:11]=[CH:10][C:9]=1/[CH:35]=[CH:36]/[N+:37]([O-])=O.[F-].[Na+].O>O1CCCC1>[NH2:7][C:8]1[N:12]([CH2:13][CH2:14][O:15][C:16]([C:23]2[CH:28]=[CH:27][CH:26]=[CH:25][CH:24]=2)([C:17]2[CH:18]=[CH:19][CH:20]=[CH:21][CH:22]=2)[C:29]2[CH:34]=[CH:33][CH:32]=[CH:31][CH:30]=2)[N:11]=[CH:10][C:9]=1[CH2:35][CH2:36][NH2:37] |f:0.1.2.3.4.5,7.8|. Procedure details: To a suspension of lithium aluminum hydride (3.22 g) in tetrahydrofuran (100 ml) was added 5-amino-4-[(E)-2-nitroethenyl]-1-(2-triphenylmethyloxyethyl)-1H-pyrazole (4.4 g) under ice-cooling. The mixture was refluxed for 5 hours. After cooling on an ice bath, sodium fluoride (14.3 g) and water (6.12 ml) were added to the reaction mixture. The insoluble materials were removed by filtration. The filtrate was concentrated in vacuo to give 5-amino-4-(2-aminoethyl)-1-(2-triphenylmethyloxyethyl)-1H-pyr... Reactants: ClC1=C(C(=O)NC2=CC=C(C(=O)Cl)C=C2)C=C(C=C1)Cl (4-[(2,5-dichlorobenzoyl)amino]benzoyl chloride), N1=CN=CC=2CCNC3=C(C21)C=CC=C3 (5,6-dihydro-7H-pyrimido-[5,4-d][1]benzazepine). The solvent is N1=CC=CC=C1 (pyridine). The product is N1=CN=CC=2CCN(C3=C(C21)C=CC=C3)C(=O)C3=CC=C(C=C3)C=3C(=C(C(=O)N)C=C(C3)Cl)Cl (4-[(5,6-Dihydro-7H-pyrimido[5,4-d][1]benzazepin-7-yl)carbonyl]phenyl-2,5-dichlorobenzamide). Reaction SMILES: [Cl:1][C:2]1[CH:19]=[CH:18][C:17]([Cl:20])=[CH:16][C:3]=1[C:4]([NH:6]C1C=CC(C(Cl)=O)=CC=1)=[O:5].[N:21]1[C:31]2[C:30]3[CH:32]=[CH:33][CH:34]=[CH:35][C:29]=3[NH:28][CH2:27][CH2:26][C:25]=2[CH:24]=[N:23][CH:22]=1>N1C=CC=CC=1>[N:21]1[C:31]2[C:30]3[CH:32]=[CH:33][CH:34]=[CH:35][C:29]=3[N:28]([C:4]([C:3]3[CH:16]=[CH:17][C:18]([C:19]4[C:2]([Cl:1])=[C:3]([CH:16]=[C:17]([Cl:20])[CH:18]=4)[C:4]([NH2:6])=[O:5])=[CH:19][CH:2]=3)=[O:5])[CH2:27][CH2:26][C:25]=2[CH:24]=[N:23][CH:22]=1. Procedure details: As described for Example 1, 5 mmol of 4-[(2,5-dichlorobenzoyl)amino]benzoyl chloride is reacted with 5 mmol of 5,6-dihydro-7H-pyrimido-[5,4-d][1]benzazepine in pyridine to give the product as a solid. Starting materials: CN(CCCN=C=NCC)C (N-(3-dimethylaminopropyl)-N′ ethylcarbodiimide), C(C)(C)(C)OC(=O)N[C@H](C(=O)O)C ((S)-2-tert-butoxycarbonylaminopropionic acid), C1=CC2=C(N=C1)N(N=N2)O (HOAt), C(C1=CC=CC=C1)NC=1C(=CC=C(C1)F)N (N2-Benzyl-4-fluoro-benzene-1,2-diamine). The solvent is C(Cl)Cl (DCM), C(Cl)Cl (DCM). Reaction conditions: temperature 0 celsius, time 1 hour. The product is C(C)(C)(C)OC(N[C@@H](C)C(NC1=C(C=C(C=C1)F)NCC1=CC=CC=C1)=O)=O ([(S)-1-(2-Benzylamino-4-fluorophenylcarbamoyl)ethyl]carbamic acid tert-butyl ester). As a reaction SMILES: [CH2:1]([NH:8][C:9]1[C:10]([NH2:16])=[CH:11][CH:12]=[C:13]([F:15])[CH:14]=1)[C:2]1[CH:7]=[CH:6][CH:5]=[CH:4][CH:3]=1.[C:17]([O:21][C:22]([NH:24][C@@H:25]([CH3:29])[C:26](O)=[O:27])=[O:23])([CH3:20])([CH3:19])[CH3:18].C1C=NC2N(O)N=NC=2C=1.CN(C)CCCN=C=NCC>C(Cl)Cl>[C:17]([O:21][C:22](=[O:23])[NH:24][C@H:25]([C:26](=[O:27])[NH:16][C:10]1[CH:11]=[CH:12][C:13]([F:15])=[CH:14][C:9]=1[NH:8][CH2:1][C:2]1[CH:3]=[CH:4][CH:5]=[CH:6][CH:7]=1)[CH3:29])([CH3:18])([CH3:19])[CH3:20]. Reported procedure: N2-Benzyl-4-fluoro-benzene-1,2-diamine (1.2 g, 5.55 mmol) was dissolved in DCM (20 mL) and (S)-2-tert-butoxycarbonylaminopropionic acid (1.14 g, 6.0 mmol) and HOAt (0.82 g, 6.0 mmol) added. The reaction mixture was cooled to 0° C. and N-(3-dimethylaminopropyl)-N′ ethylcarbodiimide (1.15 g, 6.0 mmol) added. The resultant dark brown mixture was stirred at 0° C. for 1 h. The mixture was allowed to reach RT and was diluted with DCM (20 mL) and washed with 10% aqueous citric acid. The organic fractio... Reactants: COC=C(C(=O)OC)C(=O)OC, CN(C)C=O, CCC(CC)C(=O)Nc1ccc2ncnc(N)c2c1, O. The product is CCC(CC)C(=O)Nc1ccc2ncnc(NC=C(C(=O)OC)C(=O)OC)c2c1. As a reaction SMILES: [CH3:20][O:21][CH:22]=[C:23]([C:24](=[O:25])[O:26][CH3:27])[C:28](=[O:29])[O:30][CH3:31].[CH3:32][N:33]([CH3:34])[CH:35]=[O:36].[NH2:1][c:2]1[n:3][cH:4][n:5][c:6]2[cH:7][cH:8][c:9]([NH:12][C:13]([CH:14]([CH2:15][CH3:16])[CH2:17][CH3:18])=[O:19])[cH:10][c:11]12.[OH2:37]>>[NH:1]([c:2]1[n:3][cH:4][n:5][c:6]2[cH:7][cH:8][c:9]([NH:12][C:13]([CH:14]([CH2:15][CH3:16])[CH2:17][CH3:18])=[O:19])[cH:10][c:11]12)[CH:22]=[C:23]([C:24](=[O:25])[O:26][CH3:27])[C:28](=[O:29])[O:30][CH3:31]. Reactants: C(C(=O)Cl)(=O)Cl (oxalyl chloride), BrC1=C(C=NC2=CC=C(C=C12)OC)C(=O)O (4-bromo-6-(methyloxy)-3-quinolinecarboxylic acid), C(Cl)Cl (CH2Cl2), [NH4+].[OH-] (NH4OH). Run at temperature 0 celsius, time 1 hour. Product: ClC1=C(C=NC2=CC=C(C=C12)OC)C(=O)N (4-Chloro-6-(methyloxy)-3-quinolinecarboxamide). RXN SMILES: BrC1[C:11]2[C:6](=[CH:7][CH:8]=[C:9]([O:12][CH3:13])[CH:10]=2)[N:5]=[CH:4][C:3]=1[C:14]([OH:16])=O.C(Cl)(=O)C(Cl)=O.[NH4+:23].[OH-].[CH2:25]([Cl:27])Cl>>[Cl:27][C:25]1[C:11]2[C:6](=[CH:7][CH:8]=[C:9]([O:12][CH3:13])[CH:10]=2)[N:5]=[CH:4][C:3]=1[C:14]([NH2:23])=[O:16] |f:2.3|. Procedure details: To a suspension of dried 4-bromo-6-(methyloxy)-3-quinolinecarboxylic acid (1.4 g, 5 mmol) in CH2Cl2 (20 mL) at 0° C. was added oxalyl chloride (2M in CH2Cl2, 5.0 mL, 10 mmol). After 1 h, an aliquot was quenched with NH4OH and LCMS indicated desired product was formed. Excess NH4OH (2 mL) was slowly added to the reaction solution, maintained at 0° C. (very exothermic), and the reaction was stirred an additional 2 h. The product was isolated via filtration to give 1.0 g (83%). Starting materials: CC(=O)Nc1sc(C(=O)OCc2ccccc2)c(C)c1C(=O)OC(C)(C)C, CCOC(C)=O, [OH-], [OH-], [Pd+2]. The product is CC(=O)Nc1sc(C(=O)O)c(C)c1C(=O)OC(C)(C)C. As a reaction SMILES: [CH3:1][C:2](=[O:3])[NH:4][c:5]1[s:6][c:7]([C:18](=[O:19])[O:20][CH2:21][c:22]2[cH:23][cH:24][cH:25][cH:26][cH:27]2)[c:8]([CH3:17])[c:9]1[C:10](=[O:11])[O:12][C:13]([CH3:14])([CH3:15])[CH3:16].[CH3:28][CH2:29][O:30][C:31]([CH3:32])=[O:33].[OH-:34].[OH-:35].[Pd+2:36]>>[CH3:1][C:2](=[O:3])[NH:4][c:5]1[s:6][c:7]([C:18](=[O:19])[OH:20])[c:8]([CH3:17])[c:9]1[C:10](=[O:11])[O:12][C:13]([CH3:14])([CH3:15])[CH3:16].